From a dataset of the Open Reaction Database (ORD), a public repository of structured organic reaction records. describe an organic reaction: reactants, conditions, products, and yield Reactants: IC1=C(C=C(C=C1)OC)CC(C)=O (2-iodo-5-methoxyphenyl-2-propanone), C1(=CC=CC=C1)C#C (phenylacetylene), cuprous iodide. Reagents/catalysts: C1=CC=C(C=C1)P(C2=CC=CC=C2)C3=CC=CC=C3.C1=CC=C(C=C1)P(C2=CC=CC=C2)C3=CC=CC=C3.Cl[Pd]Cl (bis(triphenylphosphine)palladium (II) chloride). Solvent: C(C)N(CC)CC (triethylamine). The product is COC=1C=CC(=C(C1)CC(C)=O)C#CC1=CC=CC=C1 (1-[5-Methoxy-2-(phenylethynyl)phenyl]-2-propanone). Isolated yield 112.1%. RXN SMILES: I[C:2]1[CH:7]=[CH:6][C:5]([O:8][CH3:9])=[CH:4][C:3]=1[CH2:10][C:11](=[O:13])[CH3:12].[C:14]1([C:20]#[CH:21])[CH:19]=[CH:18][CH:17]=[CH:16][CH:15]=1>C(N(CC)CC)C.C1C=CC(P(C2C=CC=CC=2)C2C=CC=CC=2)=CC=1.C1C=CC(P(C2C=CC=CC=2)C2C=CC=CC=2)=CC=1.Cl[Pd]Cl>[CH3:9][O:8][C:5]1[CH:6]=[CH:7][C:2]([C:21]#[C:20][C:14]2[CH:19]=[CH:18][CH:17]=[CH:16][CH:15]=2)=[C:3]([CH2:10][C:11](=[O:13])[CH3:12])[CH:4]=1 |f:3.4.5|. Procedure details: A solution of 5.5 g (18.9 mmole) 2-iodo-5-methoxyphenyl-2-propanone (18.9 mmole), 4.15 ml (37.8 mmole) of phenylacetylene, 0.037 g cuprous iodide (1 mole percent) and 0.066 g of bis(triphenylphosphine)palladium (II) chloride (5 mole percent) in 60 ml of triethylamine was stirred for 18 hours under N2 at room temperature. The mixture was partitioned between water and ether. The ether layer was washed successively with cold hydrochloric acid solution, washed and brine. It was dried over MgSO4 and ...